From a dataset of the Open Reaction Database (ORD), a public repository of structured organic reaction records. describe an organic reaction: reactants, conditions, products, and yield Procedure: 3-Isocyano-2,2-dimethyl-succinic acid 1-allyl ester 4-ethyl ester (3.75 g, 15.5 mmol) is dissolved in methanol (100 mL) and the mixture is cooled to 0° C. with an ice bath. To this is added, dropwise, 37% aqueous hydrochloric acid (1.58 g). The reaction is stirred 20 minutes and neutralized with 1 M aqueous sodium hydroxide. The volatiles are removed under vacuum and then the product is extracted into ethyl acetate (2x) and washed with water (2x). The combined organic phases are dried over sodiu... As a reaction SMILES: [CH2:1]([O:3][C:4](=[O:17])[CH:5]([N+:15]#[C-])[C:6]([CH3:14])([CH3:13])[C:7]([O:9][CH2:10][CH:11]=[CH2:12])=[O:8])[CH3:2].Cl.[OH-].[Na+]>CO>[CH2:1]([O:3][C:4](=[O:17])[CH:5]([NH2:15])[C:6]([CH3:14])([CH3:13])[C:7]([O:9][CH2:10][CH:11]=[CH2:12])=[O:8])[CH3:2] |f:2.3|. The solvent is CO (methanol). Run at temperature 0 celsius, time 20 minute. Reactants: Cl (hydrochloric acid), C(C)OC(C(C(C(=O)OCC=C)(C)C)[N+]#[C-])=O (3-Isocyano-2,2-dimethyl-succinic acid 1-allyl ester 4-ethyl ester), [OH-].[Na+] (sodium hydroxide). The product is C(C)OC(C(C(C(=O)OCC=C)(C)C)N)=O (3-amino-2,2-dimethyl-succinic acid 1-allyl ester 4-ethyl ester).